This data is from the Open Reaction Database (ORD), a public repository of structured organic reaction records. The task is: describe an organic reaction: reactants, conditions, products, and yield Yields the product NCc1csc(NC(=O)NCc2ccccc2)n1. Reactants: O=C(NCc1ccccc1)Nc1nc(CN2C(=O)c3ccccc3C2=O)cs1, CO, NN, O. As a reaction SMILES: [CH2:1]([c:2]1[cH:3][cH:4][cH:5][cH:6][cH:7]1)[NH:8][C:9](=[O:10])[NH:11][c:12]1[s:13][cH:14][c:15]([CH2:17][N:18]2[C:19](=[O:20])[c:21]3[c:22]([cH:23][cH:24][cH:25][cH:26]3)[C:27]2=[O:28])[n:16]1.[CH3:32][OH:33].[NH2:30][NH2:31].[OH2:29]>>[CH2:1]([c:2]1[cH:3][cH:4][cH:5][cH:6][cH:7]1)[NH:8][C:9](=[O:10])[NH:11][c:12]1[s:13][cH:14][c:15]([CH2:17][NH2:18])[n:16]1.